Dataset: the Open Reaction Database (ORD), a public repository of structured organic reaction records. Task: describe an organic reaction: reactants, conditions, products, and yield The reactants are Nc1ccc2c(c1)CCC2, CCOC(C)=O, CC(C)O, Cc1ccc2c(Cl)ncnc2c1I. Product: Cc1ccc2c(Nc3ccc4c(c3)CCC4)ncnc2c1I, Cl. Reaction SMILES: [CH2:1]1[CH2:2][CH2:3][c:4]2[cH:5][c:6]([NH2:10])[cH:7][cH:8][c:9]21.[CH3:28][CH2:29][O:30][C:31]([CH3:32])=[O:33].[CH:24]([OH:25])([CH3:26])[CH3:27].[Cl:11][c:12]1[n:13][cH:14][n:15][c:16]2[c:17]([I:23])[c:18]([CH3:22])[cH:19][cH:20][c:21]12>>[CH2:1]1[CH2:2][CH2:3][c:4]2[cH:5][c:6]([NH:10][c:12]3[n:13][cH:14][n:15][c:16]4[c:17]([I:23])[c:18]([CH3:22])[cH:19][cH:20][c:21]34)[cH:7][cH:8][c:9]21.[ClH:11]. The reactants are C(CCC)OC1=NC(=C2N=C(N(C2=N1)CC1CCNCC1)OC)N (2-(butyloxy)-8-(methyloxy)-9-(4-piperidinylmethyl)-9H-purin-6-amine), IC1CCCC1 (iodocyclopentane). The product is NC1=C2NC(N(C2=NC(=N1)OCCCC)CC1CCN(CC1)C1CCCC1)=O (6-Amino-2-(butyloxy)-9-[(1-cyclopentyl-4-piperidinyl)methyl]-7,9-dihydro-8H-purin-8-one). RXN SMILES: [CH2:1]([O:5][C:6]1[N:14]=[C:13]2[C:9]([N:10]=[C:11]([O:22]C)[N:12]2[CH2:15][CH:16]2[CH2:21][CH2:20][NH:19][CH2:18][CH2:17]2)=[C:8]([NH2:24])[N:7]=1)[CH2:2][CH2:3][CH3:4].I[CH:26]1[CH2:30][CH2:29][CH2:28][CH2:27]1>>[NH2:24][C:8]1[N:7]=[C:6]([O:5][CH2:1][CH2:2][CH2:3][CH3:4])[N:14]=[C:13]2[C:9]=1[NH:10][C:11](=[O:22])[N:12]2[CH2:15][CH:16]1[CH2:21][CH2:20][N:19]([CH:26]2[CH2:30][CH2:29][CH2:28][CH2:27]2)[CH2:18][CH2:17]1. Reported procedure: Prepared similarly to Example 24 from 2-(butyloxy)-8-(methyloxy)-9-(4-piperidinylmethyl)-9H-purin-6-amine and iodocyclopentane. The reactants are CCOC(=O)CCBr, C1CCOC1, C[Si](C)(C)[N-][Si](C)(C)C, N#CC(CCCOC1CCOCC1)c1ccc(Cl)c(Cl)c1, [K+]. The product is CCOC(=O)CCC(C#N)(CCCOC1CCOCC1)c1ccc(Cl)c(Cl)c1. RXN SMILES: [Br:32][CH2:33][CH2:34][C:35](=[O:36])[O:37][CH2:38][CH3:39].[CH2:40]1[O:41][CH2:42][CH2:43][CH2:44]1.[CH3:1][Si:2]([CH3:3])([CH3:4])[N-:5][Si:6]([CH3:7])([CH3:8])[CH3:9].[Cl:11][c:12]1[cH:13][c:14]([CH:19]([C:20]#[N:21])[CH2:22][CH2:23][CH2:24][O:25][CH:26]2[CH2:27][CH2:28][O:29][CH2:30][CH2:31]2)[cH:15][cH:16][c:17]1[Cl:18].[K+:10]>>[Cl:11][c:12]1[cH:13][c:14]([C:19]([C:20]#[N:21])([CH2:22][CH2:23][CH2:24][O:25][CH:26]2[CH2:27][CH2:28][O:29][CH2:30][CH2:31]2)[CH2:33][CH2:34][C:35](=[O:36])[O:37][CH2:38][CH3:39])[cH:15][cH:16][c:17]1[Cl:18]. Reactants: C(C)(C)(C)OC(=O)N(C)CC=1N(C(=C(N1)C(C)(C)O)C(=O)O)CC1=CC=C(C=C1)C1=C(C=CC=C1)C(=O)C(=O)O (2-(N-t-Butoxycarbonyl-N-methylaminomethyl)-4-(1-hydroxy-1-methylethyl)-1-[(2'-oxalobiphenyl-4-yl) methyl]imidazole-5-carboxylic acid), solution, Cl (hydrogen chloride). Solvent: O1CCOCC1 (dioxane). Yields the product Cl.OC(C)(C)C=1N=C(N(C1C(=O)O)CC1=CC=C(C=C1)C1=C(C=CC=C1)C(=O)C(=O)O)CNC (4-(1-Hydroxy-1-methylethyl)-2-(methylaminomethyl)-1-[(2'-oxalobiphenyl-4-yl)methyl]imidazole-5-carboxylic acid hydrochloride). As a reaction SMILES: C(O[C:6]([N:8]([CH2:10][C:11]1[N:12]([CH2:23][C:24]2[CH:29]=[CH:28][C:27]([C:30]3[CH:35]=[CH:34][CH:33]=[CH:32][C:31]=3[C:36]([C:38]([OH:40])=[O:39])=[O:37])=[CH:26][CH:25]=2)[C:13]([C:20]([OH:22])=[O:21])=[C:14]([C:16]([OH:19])([CH3:18])[CH3:17])[N:15]=1)C)=O)(C)(C)C.[ClH:41]>O1CCOCC1>[ClH:41].[OH:19][C:16]([C:14]1[N:15]=[C:11]([CH2:10][NH:8][CH3:6])[N:12]([CH2:23][C:24]2[CH:25]=[CH:26][C:27]([C:30]3[CH:35]=[CH:34][CH:33]=[CH:32][C:31]=3[C:36]([C:38]([OH:40])=[O:39])=[O:37])=[CH:28][CH:29]=2)[C:13]=1[C:20]([OH:22])=[O:21])([CH3:17])[CH3:18] |f:3.4|. Procedure: 339 mg of 2-(N-t-Butoxycarbonyl-N-methylaminomethyl)-4-(1-hydroxy-1-methylethyl)-1-[(2'-oxalobiphenyl-4-yl) methyl]imidazole-5-carboxylic acid [prepared as described in step (b) above] were subjected to de-t-butoxycarbonylation using 3 ml of a 4N solution of hydrogen chloride in dioxane in the same manner as described in Example 3(b), to give 260 mg of the title compound, melting at 172°-175° C. (with decomposition). Reactants: ClC1=NC2=CC(=C(C=C2C(=C1C1=NN=NN1)C1=CC=CC=C1)Cl)F (2,6-dichloro-7-fluoro-4-phenyl-3-(1H-tetrazol-5-yl)-quinoline), N1CCCCC1 (piperidine). Product: ClC=1C=C2C(=C(C(=NC2=CC1F)N1CCCCC1)C=1N=NNN1)C1=CC=CC=C1 (6-Chloro-7-fluoro-4-phenyl-2-(piperidin-1-yl)-3-(2H-tetrazol-5-yl)quinoline). RXN SMILES: Cl[C:2]1[C:11]([C:12]2[NH:16][N:15]=[N:14][N:13]=2)=[C:10]([C:17]2[CH:22]=[CH:21][CH:20]=[CH:19][CH:18]=2)[C:9]2[C:4](=[CH:5][C:6]([F:24])=[C:7]([Cl:23])[CH:8]=2)[N:3]=1.[NH:25]1[CH2:30][CH2:29][CH2:28][CH2:27][CH2:26]1>>[Cl:23][C:7]1[CH:8]=[C:9]2[C:4](=[CH:5][C:6]=1[F:24])[N:3]=[C:2]([N:25]1[CH2:30][CH2:29][CH2:28][CH2:27][CH2:26]1)[C:11]([C:12]1[N:16]=[N:15][NH:14][N:13]=1)=[C:10]2[C:17]1[CH:22]=[CH:21][CH:20]=[CH:19][CH:18]=1. Reported procedure: The title compound was prepared in analogy to example 102 step C from 2,6-dichloro-7-fluoro-4-phenyl-3-(1H-tetrazol-5-yl)-quinoline and piperidine. Off-white solid. MS (ESI): 409.5 (M+H)+. Reactants: C(C)(C)(C)OC(=O)N[C@H]1CC[C@H](CC1)C(=O)O (cis-4-((tert-butoxycarbonyl)amino)cyclohexanecarboxylic acid), C[Si](C)(C)C=[N+]=[N-] (Trimethylsilyldiazomethane). Solvent: methanol-benzene, CCCCCC (hexane). Product: C(C)(C)(C)OC(=O)N[C@H]1CC[C@H](CC1)C(=O)OC (methyl cis-4-((tert-butoxycarbonyl)amino)cyclohexanecarboxylate). The yield is 100.0%. As a reaction SMILES: [C:1]([O:5][C:6]([NH:8][C@@H:9]1[CH2:14][CH2:13][C@H:12]([C:15]([OH:17])=[O:16])[CH2:11][CH2:10]1)=[O:7])([CH3:4])([CH3:3])[CH3:2].[CH3:18][Si](C=[N+]=[N-])(C)C>CCCCCC>[C:1]([O:5][C:6]([NH:8][C@@H:9]1[CH2:10][CH2:11][C@H:12]([C:15]([O:17][CH3:18])=[O:16])[CH2:13][CH2:14]1)=[O:7])([CH3:4])([CH3:2])[CH3:3]. Procedure: In acetonitrile-water (1:1, v/v, 60 ml) was dissolved cis-4-aminocyclohexanecarboxylic acid (1.32 g, 9.22 mmol). To the resulting solution were added di-tert-butyl dicarbonate (2.05 g, 9.39 mmol) and triethylamine (2.39 ml, 9.07 mmol) and the mixture was stirred at room temperature for 4 hours. The reaction mixture was concentrated under reduced pressure. The residue was acidified with 1N HCl, followed by extraction with a chloroform-methanol (5:1, v/v) mixture. The extract was dried over anhydr...